From a dataset of the Open Reaction Database (ORD), a public repository of structured organic reaction records. describe an organic reaction: reactants, conditions, products, and yield Starting materials: IC1=CC(=CC=2C=COC21)[N+](=O)[O-] (7-Iodo-5-nitrobenzofuran), NCCN1CCOCC1 (4-(2-aminoethyl)morpholine), CC(C)(C)[O-].[Na+] (NaOt-Bu), CC1(C2=C(C(=CC=C2)P(C3=CC=CC=C3)C4=CC=CC=C4)OC5=C(C=CC=C51)P(C6=CC=CC=C6)C7=CC=CC=C7)C (Xantphos). Reagents/catalysts: C=1C=CC(=CC1)/C=C/C(=O)/C=C/C2=CC=CC=C2.C=1C=CC(=CC1)/C=C/C(=O)/C=C/C2=CC=CC=C2.C=1C=CC(=CC1)/C=C/C(=O)/C=C/C2=CC=CC=C2.[Pd].[Pd] (Pd2 dba3). Run in C=1(C(=CC=CC1)C)C (xylene). Product: N1(CCOCC1)CCNC1=CC(=CC=2C=COC21)[N+](=O)[O-] ((2-Morpholin-4-ylethyl)(5-nitro-1-benzofuran-7-yl)amine). Isolated yield 97.0%. As a reaction SMILES: I[C:2]1[C:10]2[O:9][CH:8]=[CH:7][C:6]=2[CH:5]=[C:4]([N+:11]([O-:13])=[O:12])[CH:3]=1.[NH2:14][CH2:15][CH2:16][N:17]1[CH2:22][CH2:21][O:20][CH2:19][CH2:18]1.CC([O-])(C)C.[Na+].CC1(C)C2C(=C(P(C3C=CC=CC=3)C3C=CC=CC=3)C=CC=2)OC2C(P(C3C=CC=CC=3)C3C=CC=CC=3)=CC=CC1=2>C1(C)C(C)=CC=CC=1.C1C=CC(/C=C/C(/C=C/C2C=CC=CC=2)=O)=CC=1.C1C=CC(/C=C/C(/C=C/C2C=CC=CC=2)=O)=CC=1.C1C=CC(/C=C/C(/C=C/C2C=CC=CC=2)=O)=CC=1.[Pd].[Pd]>[N:17]1([CH2:16][CH2:15][NH:14][C:2]2[C:10]3[O:9][CH:8]=[CH:7][C:6]=3[CH:5]=[C:4]([N+:11]([O-:13])=[O:12])[CH:3]=2)[CH2:22][CH2:21][O:20][CH2:19][CH2:18]1 |f:2.3,6.7.8.9.10|. Procedure: 7-Iodo-5-nitrobenzofuran (1.00 g, 3.46 mmol), 4-(2-aminoethyl)morpholine (0.54 g, 4.15 mmol), NaOt-Bu (0.47 g, 0.00484 mol), Xantphos (0.20 g, 0.346 mmol) and Pd2 dba3 (80 mg, 0.0865 mol) were heated in xylene (20 mL) at 120° C. for 1.5 hours. The reaction mixture was filtered through Celite and the solvent evaporated. The residue was run through a silica plug using dichloromethane (DCM) and then a 90:9:1 mixture of DCM/MeOH/NH3 (aqueous 25%) as eluents. The product-containing fractions were con... The reactants are FC=1C=C(C=NC1)[C@@H]1N(CCC1)C1=NC=2N(C=C1)N=CC2C(=O)O ((R)-5-(2-(5-fluoropyridin-3-yl)pyrrolidin-1-yl)pyrazolo[1,5-a]pyrimidine-3-carboxylic acid), CON (O-methylhydroxylamine). Product: FC=1C=C(C=NC1)[C@@H]1N(CCC1)C1=NC=2N(C=C1)N=CC2C(=O)NOC ((R)-5-(2-(5-fluoropyridin-3-yl)pyrrolidin-1-yl)-N-methoxypyrazolo[1,5-a]pyrimidine-3-carboxamide). Isolated yield 35.0%. As a reaction SMILES: [F:1][C:2]1[CH:3]=[C:4]([C@H:8]2[CH2:12][CH2:11][CH2:10][N:9]2[C:13]2[CH:18]=[CH:17][N:16]3[N:19]=[CH:20][C:21]([C:22]([OH:24])=O)=[C:15]3[N:14]=2)[CH:5]=[N:6][CH:7]=1.[CH3:25][O:26][NH2:27]>>[F:1][C:2]1[CH:3]=[C:4]([C@H:8]2[CH2:12][CH2:11][CH2:10][N:9]2[C:13]2[CH:18]=[CH:17][N:16]3[N:19]=[CH:20][C:21]([C:22]([NH:27][O:26][CH3:25])=[O:24])=[C:15]3[N:14]=2)[CH:5]=[N:6][CH:7]=1. Procedure details: Prepared by the method as described in Example 1 using (R)-5-(2-(5-fluoropyridin-3-yl)pyrrolidin-1-yl)pyrazolo[1,5-a]pyrimidine-3-carboxylic acid (Preparation I) and O-methylhydroxylamine to yield the title compound as a white solid (15 mg, 35% yield). MS (apci) m/z=357.0 (M+H).